Task: describe an organic reaction: reactants, conditions, products, and yield. Dataset: the Open Reaction Database (ORD), a public repository of structured organic reaction records Starting materials: COCCBr, O=C([O-])[O-], CC#N, O=C(c1cccc(C2CCNCC2)c1F)C(F)(F)F, [K+], [K+]. Product: COCCN1CCC(c2cccc(C(=O)C(F)(F)F)c2F)CC1. As a reaction SMILES: [Br:26][CH2:27][CH2:28][O:29][CH3:30].[C:20](=[O:21])([O-:22])[O-:23].[CH3:31][C:32]#[N:33].[F:1][C:2]([C:3](=[O:4])[c:5]1[c:6]([F:17])[c:7]([CH:11]2[CH2:12][CH2:13][NH:14][CH2:15][CH2:16]2)[cH:8][cH:9][cH:10]1)([F:18])[F:19].[K+:24].[K+:25]>>[F:1][C:2]([C:3](=[O:4])[c:5]1[c:6]([F:17])[c:7]([CH:11]2[CH2:12][CH2:13][N:14]([CH2:27][CH2:28][O:29][CH3:30])[CH2:15][CH2:16]2)[cH:8][cH:9][cH:10]1)([F:18])[F:19]. Reactants: [N+](=O)(O)[O-] (nitric acid), C1(CC1)N1C=C(C(C2=CC(=C(N=C12)N1CCNCC1)F)=O)C(=O)O (1-cyclopropyl-6-fluoro-1,4-dihydro-4-oxo-7-(1-piperazinyl)-1,8-naphthyridine-3-carboxylic acid), ice. Solvent: S(O)(O)(=O)=O (sulfuric acid). Conditions: time 18 hour. The product is C1(CC1)N1C=C(C(C2=CC(=C(N=C12)O)F)=O)C(=O)O (1-Cyclopropyl-6-fluoro-1,4-dihydro-7-hydroxy-4-oxo-1,8-naphthyridine-3-carboxylic acid). RXN SMILES: [N+]([O-])(O)=[O:2].[CH:5]1([N:8]2[C:17]3[C:12](=[CH:13][C:14]([F:24])=[C:15](N4CCNCC4)[N:16]=3)[C:11](=[O:25])[C:10]([C:26]([OH:28])=[O:27])=[CH:9]2)[CH2:7][CH2:6]1>S(=O)(=O)(O)O>[CH:5]1([N:8]2[C:17]3[C:12](=[CH:13][C:14]([F:24])=[C:15]([OH:2])[N:16]=3)[C:11](=[O:25])[C:10]([C:26]([OH:28])=[O:27])=[CH:9]2)[CH2:7][CH2:6]1. Procedure details: To a solution of 2 ml of 70% nitric acid in 10 ml of 98% sulfuric acid was added in portions 1.0g (3.0 mmole) of 1-cyclopropyl-6-fluoro-1,4-dihydro-4-oxo-7-(1-piperazinyl)-1,8-naphthyridine-3-carboxylic acid, keeping the temperature between 25°-30° C. The resulting solution was stirred at room temperature for 18 hours and poured onto 40 g of ice. The mixture was stirred at room temperature for 24 hours, concentrated in vacuo, the pH adjusted to 12 with aqueous sodium hydroxide, and filtered thro... Starting materials: COC=1C=CC2=C(CCN(C(N2)=O)C2CCN(CC2)C2=CC(=NC=N2)C(=O)O)C1 (6-[4-(7-methoxy-2-oxo-1,2,4,5-tetrahydro-1,3-benzodiazepin-3-yl)-piperidin-1-yl]pyrimidine-4-carboxylic acid), CN(C)C(=[N+](C)C)ON1C2=C(C=CC=C2)N=N1.[B-](F)(F)(F)F (TBTU), cyclopentan 1,4′-isoquinoline hydrochloride, CCN(C(C)C)C(C)C (DIPEA). Solvent: CN(C)C=O (DMF). Conditions: time 8 hour. Product: COC1=CC2=C(NC(N(CC2)C2CCN(CC2)C2=NC=NC(=C2)C(=O)N2C(C3=CC=CC=C3C3(C2)CCCC3)C)=O)C=C1 (7-methoxy-3-(1-(6-(1′-methyl-2′,3′-dihydro-1′H-spiro[cyclopentan-1,4′-isoquinolin]-2′-yl-carbonyl)-pyrimidin-4-yl)piperidin-4-yl)-4,5-dihydro-1H-benzo[d][1,3]diazepin-2(3H)-one). As a reaction SMILES: [CH3:1][O:2][C:3]1[CH:4]=[CH:5][C:6]2[NH:12][C:11](=[O:13])[N:10]([CH:14]3[CH2:19][CH2:18][N:17]([C:20]4[N:25]=[CH:24][N:23]=[C:22]([C:26]([OH:28])=O)[CH:21]=4)[CH2:16][CH2:15]3)[CH2:9][CH2:8][C:7]=2[CH:29]=1.CC[N:32]([CH:36]([CH3:38])[CH3:37])[CH:33]([CH3:35])C.CN(C(ON1N=NC2[CH:50]=[CH:51][CH:52]=[CH:53][C:48]1=2)=[N+](C)C)C.[B-](F)(F)(F)F>CN(C=O)C>[CH3:1][O:2][C:3]1[CH:4]=[CH:5][C:6]2[NH:12][C:11](=[O:13])[N:10]([CH:14]3[CH2:15][CH2:16][N:17]([C:20]4[CH:21]=[C:22]([C:26]([N:32]5[CH2:33][C:35]6([CH2:7][CH2:29][CH2:3][CH2:4]6)[C:50]6[C:38](=[CH:48][CH:53]=[CH:52][CH:51]=6)[CH:36]5[CH3:37])=[O:28])[N:23]=[CH:24][N:25]=4)[CH2:18][CH2:19]3)[CH2:9][CH2:8][C:7]=2[CH:29]=1 |f:2.3|. Reported procedure: 42 mg (0.11 mmol) 6-[4-(7-methoxy-2-oxo-1,2,4,5-tetrahydro-1,3-benzodiazepin-3-yl)-piperidin-1-yl]pyrimidine-4-carboxylic acid and 25 mg (0.11 mmol) 1′-methyl-2′,3′-dihydro-1′H-spiro[cyclopentan-1,4′-isoquinoline hydrochloride in 63 μL (0.36 mmol) DIPEA and 1.0 mL DMF were combined with 39 mg (0.12 mmol) TBTU and the mixture was stirred overnight at RT. Then the reaction mixture was purified by preparative HPLC-MS. The product-containing fractions were combined and partially evaporated down. The...